From a dataset of the Open Reaction Database (ORD), a public repository of structured organic reaction records. describe an organic reaction: reactants, conditions, products, and yield Reactants: CNC(=O)[C@@]1(SC[C@@H]2OC(O[C@@H]21)(C)C)N2C1=NC(=NC(=C1N=C2)NCC2=CC(=CC=C2)I)Cl ((3aS,4R, 6aR)-4-[2-chloro-6-(3-iodobenzylamino)purin-9-yl]-2,2-dimethyltetrahydrothieno[3,4-d][1,3]dioxole-4-carboxylic acid methyl amide). The solvent is C(C)(=O)O (acetic acid). Run at temperature 55 celsius, time 12 hour. The product is CNC(=O)[C@@]1(SC[C@@H]([C@@H]1O)O)N1C2=NC(=NC(=C2N=C1)NCC1=CC(=CC=C1)I)Cl ((2R,3S,4R)-2-[2-chloro-6-(3-iodobenzylamino)purin-9-yl)-3,4-dihydroxytetrahydrothiophene-2-carboxylic acid methyl amide). Isolated yield 50.9%. As a reaction SMILES: [CH3:1][NH:2][C:3]([C@@:5]1([N:15]2[CH:23]=[N:22][C:21]3[C:16]2=[N:17][C:18]([Cl:33])=[N:19][C:20]=3[NH:24][CH2:25][C:26]2[CH:31]=[CH:30][CH:29]=[C:28]([I:32])[CH:27]=2)[C@@H:12]2[C@@H:8]([O:9]C(C)(C)[O:11]2)[CH2:7][S:6]1)=[O:4]>C(O)(=O)C>[CH3:1][NH:2][C:3]([C@@:5]1([N:15]2[CH:23]=[N:22][C:21]3[C:16]2=[N:17][C:18]([Cl:33])=[N:19][C:20]=3[NH:24][CH2:25][C:26]2[CH:31]=[CH:30][CH:29]=[C:28]([I:32])[CH:27]=2)[C@@H:12]([OH:11])[C@@H:8]([OH:9])[CH2:7][S:6]1)=[O:4]. Procedure: 4 mL of 80% aqueous acetic acid solution were added to 42 mg (0.07 mmol) of (3aS,4R, 6aR)-4-[2-chloro-6-(3-iodobenzylamino)purin-9-yl]-2,2-dimethyltetrahydrothieno[3,4-d][1,3]dioxole-4-carboxylic acid methyl amide from the aforementioned Experimental Example 11, which was then stirred at 55° C. for 12 h. The reaction mixture was distilled under reduced pressure, and then the pH of the concentrate was adjusted to neutral by adding a saturated ammonia methanol solution. The concentrate was purifie...